From a dataset of the Open Reaction Database (ORD), a public repository of structured organic reaction records. describe an organic reaction: reactants, conditions, products, and yield Product: NC=1OC[C@]2(N1)C1=CC(=CC=C1OC1=NC=C(C=C12)C#CC(CO)(C)CCl)C=1C(=NC=CC1)F (4-((S)-2′-amino-7-(2-fluoropyridin-3-yl)-5′H-spiro[chromeno[2,3-b]pyridine-5,4′-oxazole]-3-yl)-2-(chloromethyl)-2-methylbut-3-yn-1-ol). Reaction conditions: temperature 50 celsius. As a reaction SMILES: [F:1][C:2]1[C:7]([C:8]2[CH:9]=[C:10]3[C@@:21]4([CH2:25][O:24][C:23]([NH2:26])=[N:22]4)[C:20]4[C:15](=[N:16][CH:17]=[C:18]([C:27]#[C:28][C:29]5([CH3:33])[CH2:32][O:31][CH2:30]5)[CH:19]=4)[O:14][C:11]3=[CH:12][CH:13]=2)=[CH:6][CH:5]=[CH:4][N:3]=1.O.[ClH:35].C(OCC)(=O)C>CC#N.C(=O)(O)[O-].[Na+]>[NH2:26][C:23]1[O:24][CH2:25][C@:21]2([C:20]3[C:15](=[N:16][CH:17]=[C:18]([C:27]#[C:28][C:29]([CH2:32][Cl:35])([CH3:33])[CH2:30][OH:31])[CH:19]=3)[O:14][C:11]3[C:10]2=[CH:9][C:8]([C:7]2[C:2]([F:1])=[N:3][CH:4]=[CH:5][CH:6]=2)=[CH:13][CH:12]=3)[N:22]=1 |f:5.6|. Yield: 53.6%. Starting materials: FC1=NC=CC=C1C=1C=C2C(=CC1)OC1=NC=C(C=C1[C@@]21N=C(OC1)N)C#CC1(COC1)C ((S)-7-(2-fluoropyridin-3-yl)-3-((3-methyloxetan-3-yl)ethynyl)-5′H-spiro[chromeno[2,3-b]pyridine-5,4′-oxazol]-2′-amine), O (water), C(C)(=O)OCC (ethyl acetate), Cl (HCl). Procedure details: To a slurry of (S)-7-(2-fluoropyridin-3-yl)-3-((3-methyloxetan-3-yl)ethynyl)-5′H-spiro[chromeno[2,3-b]pyridine-5,4′-oxazol]-2′-amine (500 mg, 1.13 mmol, Example 78) in 10 mL of MeCN was added 10 mL of water followed by 1 mL of 6 N HCl. The resulting solution was heated at 50° C. overnight. The reaction was cooled to rt, diluted with saturated sodium bicarbonate (100 mL) and poured into a separatory funnel containing ethyl acetate (100 mL). The layers were separated and the aqueous layer was extr... The solvent is CC#N (MeCN), C([O-])(O)=O.[Na+] (sodium bicarbonate). The product is Cc1ccc(-c2cc(C(=O)O)cc3c2cnn3C(C)C)nc1. RXN SMILES: [CH3:1][O:2][C:3](=[O:4])[c:5]1[cH:6][c:7](-[c:17]2[n:18][cH:19][c:20]([CH3:23])[cH:21][cH:22]2)[c:8]2[cH:9][n:10][n:11]([CH:14]([CH3:15])[CH3:16])[c:12]2[cH:13]1.[CH3:26][OH:27].[Na+:25].[OH-:24]>>[O:2]=[C:3]([OH:4])[c:5]1[cH:6][c:7](-[c:17]2[n:18][cH:19][c:20]([CH3:23])[cH:21][cH:22]2)[c:8]2[cH:9][n:10][n:11]([CH:14]([CH3:15])[CH3:16])[c:12]2[cH:13]1. Reactants: COC(=O)c1cc(-c2ccc(C)cn2)c2cnn(C(C)C)c2c1, CO, [Na+], [OH-].